From a dataset of the Open Reaction Database (ORD), a public repository of structured organic reaction records. describe an organic reaction: reactants, conditions, products, and yield Yields the product C(C1=CC=CC=C1)OC=1C(=NC(=NC1O)CC1(CCCC1)C1=CC(=CC(=C1)C(F)(F)F)C(F)(F)F)C(=O)N(C(C)C)CCO[Si](C)(C)C(C)(C)C (5-(Benzyloxy)-2-((1-(3,5-bis(trifluoromethyl)phenyl)cyclopentyl)methyl)-N-(2-((tert-butyl-dimethylsilyl)oxy)ethyl)-6-hydroxy-N-isopropylpyrimidine-4-carboxamide). Reaction SMILES: [CH2:1]([O:8][C:9]1[C:10]([C:36](O)=[O:37])=[N:11][C:12]([CH2:16][C:17]2([C:22]3[CH:27]=[C:26]([C:28]([F:31])([F:30])[F:29])[CH:25]=[C:24]([C:32]([F:35])([F:34])[F:33])[CH:23]=3)[CH2:21][CH2:20][CH2:19][CH2:18]2)=[N:13][C:14]=1[OH:15])[C:2]1[CH:7]=[CH:6][CH:5]=[CH:4][CH:3]=1.[Si:39]([O:46][CH2:47][CH2:48][NH:49][CH:50]([CH3:52])[CH3:51])([C:42]([CH3:45])([CH3:44])[CH3:43])([CH3:41])[CH3:40].[Si](OCCN(C(C)C)C(C1C(OCC2C=CC=CC=2)=C(O)N=C(CC2(C3C=CC(C(F)(F)F)=CC=3)CCCC2)N=1)=O)(C(C)(C)C)(C)C>>[CH2:1]([O:8][C:9]1[C:10]([C:36]([N:49]([CH2:48][CH2:47][O:46][Si:39]([C:42]([CH3:44])([CH3:43])[CH3:45])([CH3:40])[CH3:41])[CH:50]([CH3:51])[CH3:52])=[O:37])=[N:11][C:12]([CH2:16][C:17]2([C:22]3[CH:23]=[C:24]([C:32]([F:34])([F:33])[F:35])[CH:25]=[C:26]([C:28]([F:29])([F:31])[F:30])[CH:27]=3)[CH2:21][CH2:20][CH2:19][CH2:18]2)=[N:13][C:14]=1[OH:15])[C:2]1[CH:3]=[CH:4][CH:5]=[CH:6][CH:7]=1. The reactants are C(C1=CC=CC=C1)OC=1C(=NC(=NC1O)CC1(CCCC1)C1=CC(=CC(=C1)C(F)(F)F)C(F)(F)F)C(=O)O (5-(benzyloxy)-2-((1-(3,5-bis(trifluoromethyl)phenyl)cyclopentyl)methyl)-6-hydroxypyrimidine-4-carboxylic acid), [Si](C)(C)(C(C)(C)C)OCCNC(C)C (N-(2-(tert-Butyldimethylsilyloxy)ethyl)propan-2-amine), [Si](C)(C)(C(C)(C)C)OCCN(C(=O)C1=NC(=NC(=C1OCC1=CC=CC=C1)O)CC1(CCCC1)C1=CC=C(C=C1)C(F)(F)F)C(C)C (5-Benzyloxy-6-hydroxy-2-[1-(4-trifluoromethyl-phenyl)-cyclopentylmethyl]-pyrimidine-4-carboxylic acid [2-(tert-butyl-dimethylsilanyloxy)-ethyl]-isopropylamide). Procedure details: 5-(Benzyloxy)-2-((1-(3,5-bis(trifluoromethyl)phenyl)cyclopentyl)methyl)-N-(2-((tert-butyl-dimethylsilyl)oxy)ethyl)-6-hydroxy-N-isopropylpyrimidine-4-carboxamide (463) was synthesized from 5-(benzyloxy)-2-((1-(3,5-bis(trifluoromethyl)phenyl)cyclopentyl)methyl)-6-hydroxypyrimidine-4-carboxylic acid (462) and [2-(tert-butyl-dimethylsilanyloxy)-ethyl]-isopropyl-amine (8b) following the procedure described for 5-benzyloxy-2-[1-(4-trifluoromethyl-phenyl)-cyclopentylmethyl]-6-hydroxypyrimidine-4-carbox... Starting materials: Fc1cc(F)cc(Br)c1, [Li]CCCC, CCCCCC, C1CCOC1, O, c1ccc(-c2nccnc2-c2ccccc2)cc1. The product is Fc1cc(F)cc(-c2cnc(-c3ccccc3)c(-c3ccccc3)n2)c1. RXN SMILES: [Br:1][c:2]1[cH:3][c:4]([F:9])[cH:5][c:6]([F:8])[cH:7]1.[CH2:15]([Li:16])[CH2:17][CH2:18][CH3:19].[CH3:39][CH2:40][CH2:41][CH2:42][CH2:43][CH3:44].[O:10]1[CH2:11][CH2:12][CH2:13][CH2:14]1.[OH2:38].[c:20]1(-[c:26]2[n:27][cH:28][cH:29][n:30][c:31]2-[c:32]2[cH:33][cH:34][cH:35][cH:36][cH:37]2)[cH:21][cH:22][cH:23][cH:24][cH:25]1>>[c:2]1(-[c:29]2[cH:28][n:27][c:26](-[c:20]3[cH:21][cH:22][cH:23][cH:24][cH:25]3)[c:31](-[c:32]3[cH:33][cH:34][cH:35][cH:36][cH:37]3)[n:30]2)[cH:3][c:4]([F:9])[cH:5][c:6]([F:8])[cH:7]1.